Dataset: the Open Reaction Database (ORD), a public repository of structured organic reaction records. Task: describe an organic reaction: reactants, conditions, products, and yield Starting materials: Cl (HCl), Cl (HCl), FC1=C(C=CC(=C1)S(=O)(=O)C)C1=CC=C(C=C1)OCC1CCN(CC1)C(=O)OC(C)(C)C (1,1-Dimethylethyl 4-({[2′-fluoro-4′-(methylsulfonyl)-4-biphenylyl]oxy}methyl)-1-piperidinecarboxylate). Product: Cl.FC1=C(C=CC(=C1)S(=O)(=O)C)C1=CC=C(C=C1)OCC1CCNCC1 (4-({[2′-fluoro-4′-(methylsulfonyl)-4-biphenylyl]oxy}methyl)piperidine hydrochloride). Reaction conditions: time 8 hour. RXN SMILES: [F:1][C:2]1[CH:7]=[C:6]([S:8]([CH3:11])(=[O:10])=[O:9])[CH:5]=[CH:4][C:3]=1[C:12]1[CH:17]=[CH:16][C:15]([O:18][CH2:19][CH:20]2[CH2:25][CH2:24][N:23](C(OC(C)(C)C)=O)[CH2:22][CH2:21]2)=[CH:14][CH:13]=1.[ClH:33]>O1CCOCC1.CCOCC>[ClH:33].[F:1][C:2]1[CH:7]=[C:6]([S:8]([CH3:11])(=[O:10])=[O:9])[CH:5]=[CH:4][C:3]=1[C:12]1[CH:13]=[CH:14][C:15]([O:18][CH2:19][CH:20]2[CH2:25][CH2:24][NH:23][CH2:22][CH2:21]2)=[CH:16][CH:17]=1 |f:4.5|. The yield is 92.0%. Procedure details: 1,1-Dimethylethyl 4-({[2′-fluoro-4′-(methylsulfonyl)-4-biphenylyl]oxy}methyl)-1-piperidinecarboxylate (Example 65, 0.484 g, 1.04 mmol) was dissolved in 1,4-dioxane (20 mL). To this solution was added ether (15 mL), followed by addition of 4.0M HCl in 1,4-dioxane (15 mL) and 2M HCl in ether (15 mL). The reaction mixture was stirred at ambient temperature overnight. The white solid was collected via filtration and washed with ether to yield 0.386 mg (92%) of 4-({[2′-fluoro-4′-(methylsulfonyl)-4-bi... The solvent is O1CCOCC1 (1,4-dioxane), CCOCC (ether), CCOCC (ether), O1CCOCC1 (1,4-dioxane).